From a dataset of the Open Reaction Database (ORD), a public repository of structured organic reaction records. describe an organic reaction: reactants, conditions, products, and yield The reactants are COC(=O)CC(C)=O, Cc1ccccc1, O=[Sn], OCCCc1ccccc1. Product: CC(=O)CC(=O)OCCCc1ccccc1. Reaction SMILES: [C:1]([CH2:2][C:3](=[O:4])[CH3:5])(=[O:6])[O:7][CH3:8].[CH3:21][c:22]1[cH:23][cH:24][cH:25][cH:26][cH:27]1.[Sn:19]=[O:20].[c:9]1([CH2:15][CH2:16][CH2:17][OH:18])[cH:10][cH:11][cH:12][cH:13][cH:14]1>>[C:1]([CH2:2][C:3](=[O:4])[CH3:5])(=[O:6])[O:7][CH2:8][CH2:16][CH2:15][c:9]1[cH:10][cH:11][cH:12][cH:13][cH:14]1. Starting materials: F[B-](F)(F)F, ClCCl, C[O+](C)C, S=c1n(N=Cc2ccccc2)ccn1N=Cc1ccccc1. The product is F[B-](F)(F)F, CSc1n(N=Cc2ccccc2)cc[n+]1N=Cc1ccccc1. Reaction SMILES: [B-:23]([F:24])([F:25])([F:26])[F:27].[CH2:32]([Cl:33])[Cl:34].[CH3:28][O+:29]([CH3:30])[CH3:31].[CH:1]([c:2]1[cH:3][cH:4][cH:5][cH:6][cH:7]1)=[N:8][n:9]1[c:10](=[S:22])[n:11]([N:14]=[CH:15][c:16]2[cH:17][cH:18][cH:19][cH:20][cH:21]2)[cH:12][cH:13]1>>[B-:23]([F:24])([F:25])([F:26])[F:27].[CH:1]([c:2]1[cH:3][cH:4][cH:5][cH:6][cH:7]1)=[N:8][n:9]1[c:10]([S:22][CH3:28])[n+:11]([N:14]=[CH:15][c:16]2[cH:17][cH:18][cH:19][cH:20][cH:21]2)[cH:12][cH:13]1.